From a dataset of the Open Reaction Database (ORD), a public repository of structured organic reaction records. describe an organic reaction: reactants, conditions, products, and yield Reactants: O=C([O-])[O-], CC#N, N#CCCl, [K+], [K+], OCCN1CCNCC1. Product: N#CCN1CCN(CCO)CC1. As a reaction SMILES: [C:10](=[O:11])([O-:12])[O-:13].[CH3:20][C:21]#[N:22].[Cl:16][CH2:17][C:18]#[N:19].[K+:14].[K+:15].[OH:1][CH2:2][CH2:3][N:4]1[CH2:5][CH2:6][NH:7][CH2:8][CH2:9]1>>[OH:1][CH2:2][CH2:3][N:4]1[CH2:5][CH2:6][N:7]([CH2:17][C:18]#[N:19])[CH2:8][CH2:9]1. Reactants: CCOCC, [Na+], [OH-], O, OO, O=C(Cc1ccccc1)c1nccs1. The product is OC(Cc1ccccc1)c1nccs1. Reaction SMILES: [CH3:19][CH2:20][O:21][CH2:22][CH3:23].[Na+:16].[OH-:15].[OH2:24].[OH:17][OH:18].[c:1]1([CH2:7][C:8](=[O:9])[c:10]2[s:11][cH:12][cH:13][n:14]2)[cH:2][cH:3][cH:4][cH:5][cH:6]1>>[c:1]1([CH2:7][CH:8]([OH:9])[c:10]2[s:11][cH:12][cH:13][n:14]2)[cH:2][cH:3][cH:4][cH:5][cH:6]1.